The task is: describe an organic reaction: reactants, conditions, products, and yield. This data is from the Open Reaction Database (ORD), a public repository of structured organic reaction records. Starting materials: C([O-])(O)=O.[Na+] (sodium bicarbonate), COC(=O)C1=C(NC(=C(C1C1=C(C=CC=C1)SCCCCN1CCN(CC1)C1=C(C=CC=C1)OC)[N+](=O)[O-])C)N (2-amino-1,4-dihydro-4-(2-{4-[4-(2-methoxyphenyl)-1-piperazinyl]-butylthio}phenyl)-6-methyl-5-nitro-3-pyridinecarboxylic acid methyl ester), FC(S(=O)(=O)O)(F)F (trifluoromethanesulfonic acid), ClC1=CC(=CC=C1)C(=O)OO (m-chloroperbenzoic acid). The solvent is ClCCl (dichloromethane), ClCCl (dichloromethane). Reaction conditions: temperature -10 celsius, time 2 hour. Product: COC(=O)C1=C(NC(=C(C1C1=C(C=CC=C1)S(=O)CCCCN1CCN(CC1)C1=C(C=CC=C1)OC)[N+](=O)[O-])C)N (2-Amino-1,4-dihydro-4-(2-{4-[4-(2-methoxyphenyl)-1-piperazinyl]-butylsulfinyl}phenyl)-6-methyl-5-nitro-3-pyridinecarboxylic acid methyl ester). RXN SMILES: [CH3:1][O:2][C:3]([C:5]1[CH:10]([C:11]2[CH:16]=[CH:15][CH:14]=[CH:13][C:12]=2[S:17][CH2:18][CH2:19][CH2:20][CH2:21][N:22]2[CH2:27][CH2:26][N:25]([C:28]3[CH:33]=[CH:32][CH:31]=[CH:30][C:29]=3[O:34][CH3:35])[CH2:24][CH2:23]2)[C:9]([N+:36]([O-:38])=[O:37])=[C:8]([CH3:39])[NH:7][C:6]=1[NH2:40])=[O:4].FC(F)(F)S(O)(=O)=[O:44].ClC1C=CC=C(C(OO)=O)C=1.C(=O)(O)[O-].[Na+]>ClCCl>[CH3:1][O:2][C:3]([C:5]1[CH:10]([C:11]2[CH:16]=[CH:15][CH:14]=[CH:13][C:12]=2[S:17]([CH2:18][CH2:19][CH2:20][CH2:21][N:22]2[CH2:27][CH2:26][N:25]([C:28]3[CH:33]=[CH:32][CH:31]=[CH:30][C:29]=3[O:34][CH3:35])[CH2:24][CH2:23]2)=[O:44])[C:9]([N+:36]([O-:38])=[O:37])=[C:8]([CH3:39])[NH:7][C:6]=1[NH2:40])=[O:4] |f:3.4|. Procedure details: To a 4-neck 500 ml round-bottom flask fitted with an addition funnel, thermometer and mechanical stirrer under a nitrogen atmosphere, was added 5.00 g of 2-amino-1,4-dihydro-4-(2-{4-[4-(2-methoxyphenyl)-1-piperazinyl]-butylthio}phenyl)-6-methyl-5-nitro-3-pyridinecarboxylic acid methyl ester and 120 ml of dichloromethane, followed by 1.73 ml of trifluoromethanesulfonic acid. The reaction mixture was cooled to -10° C. with an ice/acetone bath, and 1.88 g of 80% m-chloroperbenzoic acid in 120 ml of... Starting materials: C(/C1=CC=CC=C1)=C\1/N=C(NC1=O)C1=C(C=CC(=C1)F)F ((Z)-4-benzylidene-2-(2,5-difluorophenyl)-1H-imidazol-5(4H)-one), ClC1=CC=C(C=C1)/C=C/C=O ((E)-3-(4-chlorophenyl)acrylaldehyde). Product: ClC1=CC=C(CC2C(C3=C(NC(=N3)C3=C(C=CC(=C3)F)F)OC2=O)C2=CC=CC=C2)C=C1 (6-(4-chlorobenzyl)-2-(2,5-difluorophenyl)-7-phenyl-6,7-dihydropyrano[2,3-d]imidazol-5(3H)-one). Isolated yield 58.0%. As a reaction SMILES: [CH:1](=[C:8]1/[N:9]=[C:10]([C:14]2[CH:19]=[C:18]([F:20])[CH:17]=[CH:16][C:15]=2[F:21])[NH:11][C:12]/1=[O:13])/[C:2]1[CH:7]=[CH:6][CH:5]=[CH:4][CH:3]=1.[Cl:22][C:23]1[CH:28]=[CH:27][C:26](/[CH:29]=[CH:30]/[CH:31]=[O:32])=[CH:25][CH:24]=1>>[Cl:22][C:23]1[CH:24]=[CH:25][C:26]([CH2:29][CH:30]2[C:31](=[O:32])[O:13][C:12]3[NH:11][C:10]([C:14]4[CH:19]=[C:18]([F:20])[CH:17]=[CH:16][C:15]=4[F:21])=[N:9][C:8]=3[CH:1]2[C:2]2[CH:3]=[CH:4][CH:5]=[CH:6][CH:7]=2)=[CH:27][CH:28]=1. Reported procedure: Prepared according to the general procedure using (Z)-4-benzylidene-2-(2,5-difluorophenyl)-1H-imidazol-5(4H)-one and (E)-3-(4-chlorophenyl)acrylaldehyde. The unpurified residue was purified by flash chromatography using 15% EtOAc/hexanes to afford 12 as a white solid (78 mg, 58%). Analytical data for 12: 1H NMR (500 MHz, CDCl3) δ 9.37 (d, J=7.9 Hz, 1H), 7.89 (ddd, J=9.2, 6.1, 3.2 Hz, 1H), 7.38-7.31 (m, 2H), 7.31-7.26 (m, 3H), 7.12-6.92 (m, 6H), 4.08 (d, J=6.8 Hz, 1H), 3.56 (ddd, J=9.8, 6.9, 4.9 ... The reactants are COCCOC, CS(C)=O, Cl, CC(C)n1ncnc1-c1cn2c(n1)-c1cc(-c3cccnc3F)ncc1OCC2. Product: CC(C)n1ncnc1-c1cn2c(n1)-c1cc(-c3ccc[nH]c3=O)ncc1OCC2. RXN SMILES: [CH3:30][O:31][CH2:32][CH2:33][O:34][CH3:35].[CH3:37][S:38]([CH3:39])=[O:40].[ClH:36].[F:1][c:2]1[n:3][cH:4][cH:5][cH:6][c:7]1-[c:8]1[cH:9][c:10]2[c:16]([cH:17][n:18]1)[O:15][CH2:14][CH2:13][n:12]1[c:11]-2[n:21][c:20](-[c:22]2[n:23][cH:24][n:25][n:26]2[CH:27]([CH3:28])[CH3:29])[cH:19]1>>[c:2]1(=[O:31])[nH:3][cH:4][cH:5][cH:6][c:7]1-[c:8]1[cH:9][c:10]2[c:16]([cH:17][n:18]1)[O:15][CH2:14][CH2:13][n:12]1[c:11]-2[n:21][c:20](-[c:22]2[n:23][cH:24][n:25][n:26]2[CH:27]([CH3:28])[CH3:29])[cH:19]1. Yields the product O=C1C(NC=2C=CC3=C(C2N1)CC(C3)C(=O)O)=O (2,3-Dioxo-2,3,4,7,8,9-hexahydro-1H-cyclopenta[f]quinoxaline-8-carboxylic acid). As a reaction SMILES: [NH2:1][C:2]1[C:3]([N+:15]([O-])=O)=[C:4]2[C:8](=[CH:9][C:10]=1Br)[CH2:7][CH:6]([C:12]([OH:14])=[O:13])[CH2:5]2.[C:18](O)(=[O:22])[C:19](O)=[O:20]>C(O)C.O1CCCC1.Cl.[Pd]>[O:20]=[C:19]1[NH:15][C:3]2[C:4]3[CH2:5][CH:6]([C:12]([OH:14])=[O:13])[CH2:7][C:8]=3[CH:9]=[CH:10][C:2]=2[NH:1][C:18]1=[O:22]. Reagents/catalysts: [Pd] (Pd/C). Solvent: Cl (HCl), C(C)O (ethanol), O1CCCC1 (tetrahydrofuran). Reactants: NC=1C(=C2CC(CC2=CC1Br)C(=O)O)[N+](=O)[O-] (5-amino-6-bromo-4-nitroindane-2-carboxylic acid), C(C(=O)O)(=O)O (oxalic acid). Run at temperature 90 celsius, time 30 hour. Reported procedure: A mixture of 5-amino-6-bromo-4-nitroindane-2-carboxylic acid (5.5 g, 18 mmol) and 20% Pd/C (0.5 g) in 95% ethanol (250 mL) and tetrahydrofuran (250 mL) was shaken on a Parr hydrogenation apparatus under a hydrogen atmosphere (51 psi) for 30 h. After removing the catalyst, the solvent was evaporated to give a solid. The solid was dissolved in 2N HCl (150 mL) and treated with oxalic acid (4.6 g), and then the mixture was heated at 90° C. for 5 h. After cooling to room temperature, the precipitate ...